From a dataset of the Open Reaction Database (ORD), a public repository of structured organic reaction records. describe an organic reaction: reactants, conditions, products, and yield Yield: 80.0%. Reported procedure: A 0.30 g quantity of sodium hydride (60%, dispersion in mineral oil) was added to a solution of 2.00 g of 2'-deoxy-5-fluoro-5'-O-trityluridine in 10 ml of dimethyl sulfoxide. The mixture was stirred at room temperature for 30 minutes. To the mixture was added 0.46 ml of 2-chloropyridine. Then the mixture was stirred at 80° C. for 3 hours. The solvent was distilled off and the residue was dissolved in 50 ml of ethyl acetate and 30 ml of water. The solution was made into a weak acidic solution by ... Yields the product FC=1C(NC(N([C@H]2C[C@H](OC3=NC=CC=C3)[C@@H](CO)O2)C1)=O)=O (2'-deoxy-5-fluoro-3'-O-(2-pyridyl)uridine). Run at time 30 minute. The reactants are [H-].[Na+] (sodium hydride), FC=1C(NC(N([C@H]2C[C@H](O)[C@@H](COC(C3=CC=CC=C3)(C3=CC=CC=C3)C3=CC=CC=C3)O2)C1)=O)=O (2'-deoxy-5-fluoro-5'-O-trityluridine), ClC1=NC=CC=C1 (2-chloropyridine). Solvent: CS(=O)C (dimethyl sulfoxide). As a reaction SMILES: [H-].[Na+].[F:3][C:4]1[C:5](=[O:38])[NH:6][C:7](=[O:37])[N:8]([CH:36]=1)[C@@H:9]1[O:35][C@H:13]([CH2:14][O:15]C(C2C=CC=CC=2)(C2C=CC=CC=2)C2C=CC=CC=2)[C@@H:11]([OH:12])[CH2:10]1.Cl[C:40]1[CH:45]=[CH:44][CH:43]=[CH:42][N:41]=1>CS(C)=O>[F:3][C:4]1[C:5](=[O:38])[NH:6][C:7](=[O:37])[N:8]([CH:36]=1)[C@@H:9]1[O:35][C@H:13]([CH2:14][OH:15])[C@@H:11]([O:12][C:40]2[CH:45]=[CH:44][CH:43]=[CH:42][N:41]=2)[CH2:10]1 |f:0.1|.